From a dataset of the Open Reaction Database (ORD), a public repository of structured organic reaction records. describe an organic reaction: reactants, conditions, products, and yield Procedure: The title compound is prepared from 2-amino-N-(3-(trifluoromethoxy)benzyl)pyrimidine-4-carboxamide (15 mg, 0.05 mmol, Step-1) and acetyl chloride (11 mg, 0.14 mmol) according to the procedure similar to that described in Step-2 of Example 8. Reaction SMILES: [NH2:1][C:2]1[N:7]=[C:6]([C:8]([NH:10][CH2:11][C:12]2[CH:17]=[CH:16][CH:15]=[C:14]([O:18][C:19]([F:22])([F:21])[F:20])[CH:13]=2)=[O:9])[CH:5]=[CH:4][N:3]=1.[C:23](Cl)(=[O:25])[CH3:24]>>[C:23]([NH:1][C:2]1[N:7]=[C:6]([C:8]([NH:10][CH2:11][C:12]2[CH:17]=[CH:16][CH:15]=[C:14]([O:18][C:19]([F:22])([F:20])[F:21])[CH:13]=2)=[O:9])[CH:5]=[CH:4][N:3]=1)(=[O:25])[CH3:24]. The reactants are NC1=NC=CC(=N1)C(=O)NCC1=CC(=CC=C1)OC(F)(F)F (2-amino-N-(3-(trifluoromethoxy)benzyl)pyrimidine-4-carboxamide), C(C)(=O)Cl (acetyl chloride). Yields the product C(C)(=O)NC1=NC=CC(=N1)C(=O)NCC1=CC(=CC=C1)OC(F)(F)F (2-acetamido-N-(3-(trifluoromethoxy)benzyl)pyrimidine-4-carboxamide). Reactants: BrC1=CC=C(C=C1)C(C)(C)N1C(OC(CC1)(C1=CC=CC=C1)CC1(OC1)C)=O (3-(2-(4-bromophenyl)propan-2-yl)-6-((2-methyloxiran-2-yl)methyl)-6-phenyl-1,3-oxazinan-2-one), C1CCOC1 (THF), OO (Hydrogen peroxide). Solvent: CC(C)(C)OC (MTBE). Run at temperature 10 celsius, time 2 hour. Product: BrC1=CC=C(C=C1)C(C)(C)N1C(OC(CC1)(C1=CC=CC=C1)CC(C)(CC)O)=O (3-(2-(4-bromophenyl) propan-2-yl)-6-(2-hyroxy-2-ethylpropyl)-6-phenyl-1,3-oxazinan-2-one). Reaction SMILES: [Br:1][C:2]1[CH:7]=[CH:6][C:5]([C:8]([N:11]2[CH2:16][CH2:15][C:14]([CH2:23][C:24]3([CH3:27])[CH2:26][O:25]3)([C:17]3[CH:22]=[CH:21][CH:20]=[CH:19][CH:18]=3)[O:13][C:12]2=[O:28])([CH3:10])[CH3:9])=[CH:4][CH:3]=1.OO.[CH2:31]1COCC1>CC(OC)(C)C>[Br:1][C:2]1[CH:3]=[CH:4][C:5]([C:8]([N:11]2[CH2:16][CH2:15][C:14]([CH2:23][C:24]([OH:25])([CH2:26][CH3:31])[CH3:27])([C:17]3[CH:18]=[CH:19][CH:20]=[CH:21][CH:22]=3)[O:13][C:12]2=[O:28])([CH3:9])[CH3:10])=[CH:6][CH:7]=1. Reported procedure: To a solution of 3-(2-(4-bromophenyl)propan-2-yl)-6-((2-methyloxiran-2-yl)methyl)-6-phenyl-1,3-oxazinan-2-one (57 mg, 128.4 μmol) in THF (10 mL) was added dropwise LiBEt3H (642 mL, 642 μmol) at 0° C. under nitrogen. The resulting mixture was stirred at 10° C. for 2 h. The reaction solution was cooled to 0° C. Hydrogen peroxide (10 mL) was added dropwise while maintain the temperature below 25° C. The resulting mixture was diluted with MTBE (50 mL), washed with water (50 mL) and 30 wt % aqueous s... Reactants: C(C1CO1)OCC=C (Allyl glycidyl ether), C[SiH](C)C (trimethylsilane). Reagents/catalysts: [Pt] (platinum). Reaction conditions: temperature 130 celsius. Yields the product C(C1CO1)OCCC[Si](C)(C)C (Glycidyloxypropyltrimethylsilane). Reaction SMILES: [CH2:1]([O:5][CH2:6][CH:7]=[CH2:8])[CH:2]1[O:4][CH2:3]1.[CH3:9][SiH:10]([CH3:12])[CH3:11]>[Pt]>[CH2:1]([O:5][CH2:6][CH2:7][CH2:8][Si:10]([CH3:12])([CH3:11])[CH3:9])[CH:2]1[O:4][CH2:3]1. Reported procedure: Allyl glycidyl ether (30.3 g, 0.266 moles) and 3 mg of platinum catalyst are weighed into a 300 mL laboratory autoclave. The autoclave, together with its contents, is cooled in an acetone/dry ice bath in an atmosphere of argon and 19.7 g of trimethylsilane (0.266 moles with a boiling point of 6.7° C.) are siphoned over from the condensed phase. The autoclave is closed and heated to 130° C. At the same time, the internal pressure increases to 7.6 bar and then drops again to 3.2 bar, indicating a ... The reactants are Cc1ccc(N)c(C)c1, [Na+], [OH-], O, O=[N+]([O-])O, O=S(=O)(O)O. Reaction SMILES: [CH3:1][c:2]1[cH:3][cH:4][c:5]([NH2:6])[c:7]([CH3:8])[cH:9]1.[Na+:16].[OH-:15].[OH2:14].[OH:10][N+:11]([O-:12])=[O:13].[S:17](=[O:18])(=[O:19])([OH:20])[OH:21]>>[CH3:1][c:2]1[cH:3][cH:4][c:5]([NH:6][N+:11](=[O:10])[O-:12])[c:7]([CH3:8])[cH:9]1. Product: Cc1ccc(N[N+](=O)[O-])c(C)c1.